From a dataset of the Open Reaction Database (ORD), a public repository of structured organic reaction records. describe an organic reaction: reactants, conditions, products, and yield The reactants are CC(C)O, Nc1ccc(OCc2cccc(F)c2)c(Cl)c1, ClCCCn1ccc2ncnc(Cl)c21. Yields the product Fc1cccc(COc2ccc(Nc3ncnc4ccn(CCCCl)c34)cc2Cl)c1. As a reaction SMILES: [CH:32]([OH:33])([CH3:34])[CH3:35].[Cl:15][c:16]1[cH:17][c:18]([NH2:19])[cH:20][cH:21][c:22]1[O:23][CH2:24][c:25]1[cH:26][c:27]([F:31])[cH:28][cH:29][cH:30]1.[Cl:1][c:2]1[c:3]2[c:4]([n:5][cH:6][n:7]1)[cH:8][cH:9][n:10]2[CH2:11][CH2:12][CH2:13][Cl:14]>>[c:2]1([NH:19][c:18]2[cH:17][c:16]([Cl:15])[c:22]([O:23][CH2:24][c:25]3[cH:26][c:27]([F:31])[cH:28][cH:29][cH:30]3)[cH:21][cH:20]2)[c:3]2[c:4]([n:5][cH:6][n:7]1)[cH:8][cH:9][n:10]2[CH2:11][CH2:12][CH2:13][Cl:14]. Reactants: OO (hydrogen peroxide), C[Si](C1=NC=CC=C1)(CCC(CC(C)O)(C)C)C (dimethyl(5-hydroxy-3,3-dimethylhexyl)(2-pyridyl)silane), [F-].[K+] (potassium fluoride), C(O)([O-])=O.[K+] (potassium hydrogen carbonate), CO (methanol). Solvent: O (water), O1CCCC1 (tetrahydrofuran). Reaction conditions: temperature 50 celsius, time 22 hour. The product is CC(C)(CC(CCO)(C)C)O (2,4,4-trimethyl-2,6-hexanediol). Yield: 99.0%. RXN SMILES: [F-].[K+].[C:3](=O)([O-])O.[K+].OO.C[Si](C)(C[CH2:19][C:20]([CH3:26])([CH3:25])[CH2:21][CH:22]([OH:24])[CH3:23])C1C=CC=CN=1.[CH3:28][OH:29]>O1CCCC1.O>[CH3:3][C:22]([OH:24])([CH2:21][C:20]([CH3:19])([CH3:25])[CH2:26][CH2:28][OH:29])[CH3:23] |f:0.1,2.3|. Reported procedure: After 69 mg (1.18 mmol) of potassium fluoride and 118 mg (1.18 mmol) of potassium hydrogen carbonate were dissolved in 1 ml of methanol, to this solution were added both 2.0 g (17.7 mol) of 30% aqueous hydrogen peroxide and a solution prepared by dissolving, in 1.5 ml of tetrahydrofuran, 165 mg (590 μmol) of dimethyl(5-hydroxy-3,3-dimethylhexyl)(2-pyridyl)silane which had been prepared in the same manner as Example 17. The solution after mixing was continued to be stirred for 22 hours at an inne... The reactants are COC(=O)[C@H]1N(C[C@@H](C1)S(=O)(=O)C1=C(C=CC=C1)C(F)(F)F)C1=NN(C(=C1)C1CCOCC1)C ((2S,4R)-1-[1-methyl-5-(tetrahydro-pyran-4-yl)-1H-pyrazol-3-yl]-4-(2-trifluoromethyl-benzenesulfonyl)-pyrrolidine-2-carboxylic acid methyl ester), [OH-].[Li+] (lithium hydroxide). Yields the product CN1N=C(C=C1C1CCOCC1)N1[C@@H](C[C@H](C1)S(=O)(=O)C1=C(C=CC=C1)C(F)(F)F)C(=O)O ((2S,4R)-1-[1-Methyl-5-(tetrahydro-pyran-4-yl)-1H-pyrazol-3-yl]-4-(2-trifluoromethyl-benzenesulfonyl)-pyrrolidine-2-carboxylic acid). Reaction SMILES: C[O:2][C:3]([C@@H:5]1[CH2:9][C@@H:8]([S:10]([C:13]2[CH:18]=[CH:17][CH:16]=[CH:15][C:14]=2[C:19]([F:22])([F:21])[F:20])(=[O:12])=[O:11])[CH2:7][N:6]1[C:23]1[CH:27]=[C:26]([CH:28]2[CH2:33][CH2:32][O:31][CH2:30][CH2:29]2)[N:25]([CH3:34])[N:24]=1)=[O:4].[OH-].[Li+]>>[CH3:34][N:25]1[C:26]([CH:28]2[CH2:29][CH2:30][O:31][CH2:32][CH2:33]2)=[CH:27][C:23]([N:6]2[CH2:7][C@H:8]([S:10]([C:13]3[CH:18]=[CH:17][CH:16]=[CH:15][C:14]=3[C:19]([F:21])([F:22])[F:20])(=[O:12])=[O:11])[CH2:9][C@H:5]2[C:3]([OH:4])=[O:2])=[N:24]1 |f:1.2|. Reported procedure: In analogy to the procedure described in example 253e, (2S,4R)-1-[1-methyl-5-(tetrahydro-pyran-4-yl)-1H-pyrazol-3-yl]-4-(2-trifluoromethyl-benzenesulfonyl)-pyrrolidine-2-carboxylic acid methyl ester was saponified in the presence of lithium hydroxide to give the title compound as yellow oil which was used in the next step without further purification. MS (ESI): m/z=488.3 [M+H]+. Starting materials: ClCCl, CON1CCCN=C1SC, CCO, CCOC(=O)C[N+](=O)[O-]. Yields the product CCOC(=O)C(=C1NCCCN1OC)[N+](=O)[O-]. As a reaction SMILES: [CH2:23]([Cl:24])[Cl:25].[CH3:1][O:2][N:3]1[C:4]([S:9][CH3:10])=[N:5][CH2:6][CH2:7][CH2:8]1.[CH3:20][CH2:21][OH:22].[N+:11](=[O:12])([O-:13])[CH2:14][C:15](=[O:16])[O:17][CH2:18][CH3:19]>>[CH3:1][O:2][N:3]1[C:4](=[C:14]([N+:11](=[O:12])[O-:13])[C:15](=[O:16])[O:17][CH2:18][CH3:19])[NH:5][CH2:6][CH2:7][CH2:8]1. The reactants are NCCCCNCCCN (spermidine), O=C(C(=O)O)CCC(=O)O (α-keto-glutaric acid). Solvent: O (water). The product is O=C(C(=O)O)CCC(=O)O.NCCCCNCCCN (Spermidine Keto-glutarate). RXN SMILES: [NH2:1][CH2:2][CH2:3][CH2:4][CH2:5][NH:6][CH2:7][CH2:8][CH2:9][NH2:10].[O:11]=[C:12]([CH2:16][CH2:17][C:18]([OH:20])=[O:19])[C:13]([OH:15])=[O:14]>O>[O:11]=[C:12]([CH2:16][CH2:17][C:18]([OH:20])=[O:19])[C:13]([OH:15])=[O:14].[NH2:1][CH2:2][CH2:3][CH2:4][CH2:5][NH:6][CH2:7][CH2:8][CH2:9][NH2:10] |f:3.4|. Reported procedure: Extemporaneously synthesized by mixing 116.3 mg (0. 8 mmole) of spermidine and 117 mg (0.8 mmole) of α-keto-glutaric acid in 50 ml of water, which produces 0.16 M solution. Reactants: ClC=1C=CC=C2C=CC(=CC12)OC (8-chloro-2-methoxynaphthalene), B(Br)(Br)Br (boron tribromide). Yields the product ClC=1C=CC=C2C=CC(=CC12)O (8-Chloro-2-naphthol), yellow solid. Yield: 92.0%. As a reaction SMILES: [Cl:1][C:2]1[CH:3]=[CH:4][CH:5]=[C:6]2[C:11]=1[CH:10]=[C:9]([O:12]C)[CH:8]=[CH:7]2.B(Br)(Br)Br>>[Cl:1][C:2]1[CH:3]=[CH:4][CH:5]=[C:6]2[C:11]=1[CH:10]=[C:9]([OH:12])[CH:8]=[CH:7]2. Procedure details: The title compound was prepared by reacting 8-chloro-2-methoxynaphthalene (10.25 g, 53.4 mmol) with boron tribromide (67 mL of 1 N solution, 67 mmol) according to method D to yield 8.76 g (92%) of a yellow solid. An analytical sample was further purified by reverse phase preparative HPLC to yield the title compound as a white solid: mp 95-100° C.; 1H NMR (DMSO-d6): δ 7.18 (1H, dd, J=2.37 Hz, J=8.85 Hz), 7.23-7.28 (1H, m), 7.41 (1H, d, J=2.28 Hz), 7.59 (1H, d, J=7.37 Hz), 7.81 (1H, d, J=8.15 Hz),... Starting materials: C1(=CC=C(C=C1)S(=O)(=O)OC)C (methyl p-toluenesulfonate), O (water), [N+](=O)([O-])C=1C=C2C=C(NC2=CC1)C(=O)OCC (ethyl 5-nitro-1H-indole-2-carboxylate), C([O-])([O-])=O.[K+].[K+] (potassium carbonate). Solvent: C(C)#N (acetonitrile), C(C)#N (acetonitrile). Conditions: temperature 20 celsius. The product is CN1C(=CC2=CC(=CC=C12)[N+](=O)[O-])C(=O)OCC (ethyl 1-methyl-5-nitro-1H-indole-2-carboxylate). Isolated yield 98.0%. As a reaction SMILES: [N+:1]([C:4]1[CH:5]=[C:6]2[C:10](=[CH:11][CH:12]=1)[NH:9][C:8]([C:13]([O:15][CH2:16][CH3:17])=[O:14])=[CH:7]2)([O-:3])=[O:2].[C:18](=O)([O-])[O-].[K+].[K+].C1(C)C=CC(S(OC)(=O)=O)=CC=1.O>C(#N)C>[CH3:18][N:9]1[C:10]2[C:6](=[CH:5][C:4]([N+:1]([O-:3])=[O:2])=[CH:12][CH:11]=2)[CH:7]=[C:8]1[C:13]([O:15][CH2:16][CH3:17])=[O:14] |f:1.2.3|. Procedure details: To a refluxing mixture of commercially available ethyl 5-nitro-1H-indole-2-carboxylate (420 g) and potassium carbonate (272.6 g) in acetonitrile (3360 mL) was added a solution of methyl p-toluenesulfonate (367.3 g) in acetonitrile (630 mL), and the resulting mixture refluxed for 18 hours. The mixture was then cooled to 20° C. over 3 hours and water (4200 mL) added over a 3 hour period. The product was granulated, filtered, washed with a 50/50 mixture of demineralized water and acetonitrile (630 ...